Dataset: the Open Reaction Database (ORD), a public repository of structured organic reaction records. Task: describe an organic reaction: reactants, conditions, products, and yield Reactants: C(C1=CC=CC=C1)N1C(=CC=C1C1=CC=CC=C1)C1=CC2=CC=C(C=C2C=C1)OC (1-benzyl-2-(6-methoxy-2-naphthyl)-5-phenyl-1H-pyrrole), Cl.N1=CC=CC=C1 (pyridine hydrochloride). Reaction conditions: temperature 180 celsius. Yields the product C(C1=CC=CC=C1)N1C(=CC=C1C1=CC=CC=C1)C=1C=C2C=CC(=CC2=CC1)O (6-(1-benzyl-5-phenyl-1H-pyrrol-2-yl)-2-naphthol), solid. The yield is 73.0%. Reaction SMILES: [CH2:1]([N:8]1[C:12]([C:13]2[CH:18]=[CH:17][CH:16]=[CH:15][CH:14]=2)=[CH:11][CH:10]=[C:9]1[C:19]1[CH:28]=[CH:27][C:26]2[C:21](=[CH:22][CH:23]=[C:24]([O:29]C)[CH:25]=2)[CH:20]=1)[C:2]1[CH:7]=[CH:6][CH:5]=[CH:4][CH:3]=1.Cl.N1C=CC=CC=1>>[CH2:1]([N:8]1[C:12]([C:13]2[CH:14]=[CH:15][CH:16]=[CH:17][CH:18]=2)=[CH:11][CH:10]=[C:9]1[C:19]1[CH:20]=[C:21]2[C:26](=[CH:27][CH:28]=1)[CH:25]=[C:24]([OH:29])[CH:23]=[CH:22]2)[C:2]1[CH:3]=[CH:4][CH:5]=[CH:6][CH:7]=1 |f:1.2|. Procedure details: In a similar manner as described in step 5 of Example 1, the title compound was prepared from 1-benzyl-2-(6-methoxy-2-naphthyl)-5-phenyl-1H-pyrrole (0.22 g, 0.56 mmol), prepared in the previous step, and pyridine hydrochloride (15 g) heated to 180° C. under nitrogen for 3 hours. Purification on a Biotage FlashElute™ system with a KP-Sil Flash 40+M column (90 g Silica Gel, 60 Å) using methylene chloride as the eluent gave 6-(1-benzyl-5-phenyl-1H-pyrrol-2-yl)-2-naphthol a grayish solid (0.155 g, 7...